Dataset: the Open Reaction Database (ORD), a public repository of structured organic reaction records. Task: describe an organic reaction: reactants, conditions, products, and yield Starting materials: COC(=O)C(C)Br, C[Si](C)(C)Cl, CCOC(C)=O, CC(=O)c1ccccc1, Cl, [Zn]. Yields the product COC(=O)C(C)C(C)(O)c1ccccc1. Reaction SMILES: [Br:15][CH:16]([C:17](=[O:18])[O:19][CH3:20])[CH3:21].[CH3:1][Si:2]([CH3:3])([CH3:4])[Cl:5].[CH3:23][CH2:24][O:25][C:26](=[O:27])[CH3:28].[CH3:6][C:7](=[O:8])[c:9]1[cH:10][cH:11][cH:12][cH:13][cH:14]1.[ClH:22].[Zn:29]>>[CH3:6][C:7]([OH:8])([c:9]1[cH:10][cH:11][cH:12][cH:13][cH:14]1)[CH:16]([C:17](=[O:18])[O:19][CH3:20])[CH3:21]. Starting materials: BrC1=CC(=CNC1=O)C(=O)NCCO (5-bromo-N-(2-hydroxyethyl)-6-oxo-1,6-dihydropyridine-3-carboxamide), IC (iodomethane), C([O-])([O-])=O.[K+].[K+] (potassium carbonate). Solvent: CS(=O)C (DMSO). Conditions: time 8 hour. The product is BrC1=CC(=CN(C1=O)C)C(=O)NCCO (5-bromo-N-(2-hydroxyethyl)-1-methyl-6-oxo-1,6-dihydropyridine-3-carboxamide). RXN SMILES: [Br:1][C:2]1[C:7](=[O:8])[NH:6][CH:5]=[C:4]([C:9]([NH:11][CH2:12][CH2:13][OH:14])=[O:10])[CH:3]=1.IC.[C:17](=O)([O-])[O-].[K+].[K+]>CS(C)=O>[Br:1][C:2]1[C:7](=[O:8])[N:6]([CH3:17])[CH:5]=[C:4]([C:9]([NH:11][CH2:12][CH2:13][OH:14])=[O:10])[CH:3]=1 |f:2.3.4|. Reported procedure: A mixture of 5-bromo-N-(2-hydroxyethyl)-6-oxo-1,6-dihydropyridine-3-carboxamide (400 mg, 1.532 mmol), iodomethane (0.114 mL, 1.839 mmol), and potassium carbonate (212 mg, 1.532 mmol) in DMSO (5 mL) was stirred at room temperature overnight. The reaction mixture was subsequently filtered and purified via preparative HPLC, eluting with a gradient of 1-30% ACN in H2O (containing 10 mM NH4HCO3) to give the title compound. The reactants are ClC(=O)OCC(Cl)(Cl)Cl (2,2,2-trichloroethyl chloroformate), N (NH3), [OH-].[Na+] (sodium hydroxide), C([O-])(O)=O.[Na+] (sodium bicarbonate), b-(p-methoxybenzoate) aspartic acid, C(C)(=O)O (acetic acid). Run in C(Cl)Cl (CH2Cl2), O1CCOCC1 (dioxane), CC(=O)C (acetone). Reaction conditions: time 6 hour. Yields the product N[C@@H](CC(=O)O)C(=O)O (aspartic acid). The yield is 75.0%. As a reaction SMILES: [OH-:1].[Na+].C(=O)(O)[O-].[Na+].ClC([O:11][CH2:12][C:13](Cl)(Cl)Cl)=O.[NH3:17].[C:18]([OH:21])(=[O:20])[CH3:19]>CC(C)=O.C(Cl)Cl.O1CCOCC1>[NH2:17][C@H:13]([C:12]([OH:11])=[O:1])[CH2:19][C:18]([OH:21])=[O:20] |f:0.1,2.3|. Reported procedure: A mixture of 8.2 mL of aqueous sodium hydroxide (1M, 8.2 mmol) and 16.4 mL of aqueous sodium bicarbonate (1M, 16.4 mmol) was added to the b-(p-methoxybenzoate) aspartic acid D (2.1 g, 8.2 mmol). (W. A. R. van Heeswijk, et al., Synthesis, 1982, 744) 16 mL of dioxane was added to dissolve the white paste and 2,2,2-trichloroethyl chloroformate (TrocCl, 1.24 mL, 9.03 mmol) was slowly added. Evolution of gas was observed and the mixture was stirred for 6 h. The solution was then extracted with ethyl ... The reactants are C(#N)CC1=CC(=CC(=C1)Br)CC#N (1,3-biscyanomethyl-5-bromobenzene), Cl.NC1=C(C(=CC(=C1F)F)F)S (2-amino-3,4,6-trifluorothiophenol hydrochloride). Product: FC1=C(C=C(C2=C1N=C(S2)CC=2C=C(C=C(C2)Br)CC#N)F)F (3-[(4,5,7-trifluorobenzothiazol-2-yl)methyl]-5-bromophenylacetonitrile). Isolated yield 16.5%. RXN SMILES: [C:1]([CH2:3][C:4]1[CH:9]=[C:8]([Br:10])[CH:7]=[C:6]([CH2:11][C:12]#[N:13])[CH:5]=1)#[N:2].Cl.N[C:16]1[C:21]([F:22])=[C:20]([F:23])[CH:19]=[C:18]([F:24])[C:17]=1[SH:25]>>[F:22][C:21]1[C:16]2[N:2]=[C:1]([CH2:3][C:4]3[CH:5]=[C:6]([CH2:11][C:12]#[N:13])[CH:7]=[C:8]([Br:10])[CH:9]=3)[S:25][C:17]=2[C:18]([F:24])=[CH:19][C:20]=1[F:23] |f:1.2|. Procedure: The procedure of Example 22-i) was repeated using 1,3-biscyanomethyl-5-bromobenzene (1.9 g, 8.1 mmol) and 2-amino-3,4,6-trifluorothiophenol hydrochloride (1.74 g, 8.1 mmol) and the resultant product was crystallized from isopropyl ether to give 3-[(4,5,7-trifluorobenzothiazol-2-yl)methyl]-5-bromophenylacetonitrile (532 mg, 18%) as a colorless powder. The reactants are CC1(C)Oc2cc3nc(S)[nH]c3cc2O1, ClCc1ccccn1, Cl, [Na+], [OH-], O. The product is CC1(C)Oc2cc3nc(SCc4ccccn4)[nH]c3cc2O1. Reaction SMILES: [CH3:1][C:2]1([CH3:15])[O:3][c:4]2[c:5]([cH:6][c:7]3[c:8]([n:9][c:10]([SH:12])[nH:11]3)[cH:13]2)[O:14]1.[Cl:19][CH2:20][c:21]1[n:22][cH:23][cH:24][cH:25][cH:26]1.[ClH:18].[Na+:17].[OH-:16].[OH2:27]>>[CH3:1][C:2]1([CH3:15])[O:3][c:4]2[c:5]([cH:6][c:7]3[c:8]([nH:9][c:10]([S:12][CH2:20][c:21]4[n:22][cH:23][cH:24][cH:25][cH:26]4)[n:11]3)[cH:13]2)[O:14]1. Reactants: C(C1=CC=CC=C1)N=C=O (Benzyl isocyanate), NCC=1C=CC(=C(C1)CO)CN(C1CCCC=2C=CC=NC12)CC1=NC=C(C=C1C)C ((5-aminomethyl-2-{[(3,5-dimethyl-pyridin-2-ylmethyl)-(5,6,7,8-tetrahydro-quinolin-8-yl)-amino]-methyl}-phenyl)-methanol), N#N (N2). Run in C(Cl)Cl (CH2Cl2). Conditions: temperature 0 celsius. The product is C(C1=CC=CC=C1)NC(=O)NCC1=CC(=C(C=C1)CN(C1CCCC=2C=CC=NC12)CC1=NC=C(C=C1C)C)CO (1-benzyl-3-(4-{[(3.5-dimethyl-pyridin-2-ylmethyl)-(5,6,7,8-tetrahydro-quinolin-8-yl)-amino]-methyl}-3-hydroxymethyl-benzyl)-urea). Yield: 91.0%. Reaction SMILES: [NH2:1][CH2:2][C:3]1[CH:4]=[CH:5][C:6]([CH2:11][N:12]([CH2:23][C:24]2[C:29]([CH3:30])=[CH:28][C:27]([CH3:31])=[CH:26][N:25]=2)[CH:13]2[C:22]3[N:21]=[CH:20][CH:19]=[CH:18][C:17]=3[CH2:16][CH2:15][CH2:14]2)=[C:7]([CH2:9][OH:10])[CH:8]=1.[CH2:32]([N:39]=[C:40]=[O:41])[C:33]1[CH:38]=[CH:37][CH:36]=[CH:35][CH:34]=1.N#N>C(Cl)Cl>[CH2:32]([NH:39][C:40]([NH:1][CH2:2][C:3]1[CH:4]=[CH:5][C:6]([CH2:11][N:12]([CH2:23][C:24]2[C:29]([CH3:30])=[CH:28][C:27]([CH3:31])=[CH:26][N:25]=2)[CH:13]2[C:22]3[N:21]=[CH:20][CH:19]=[CH:18][C:17]=3[CH2:16][CH2:15][CH2:14]2)=[C:7]([CH2:9][OH:10])[CH:8]=1)=[O:41])[C:33]1[CH:38]=[CH:37][CH:36]=[CH:35][CH:34]=1. Reported procedure: A solution (5-aminomethyl-2-{[(3,5-dimethyl-pyridin-2-ylmethyl)-(5,6,7,8-tetrahydro-quinolin-8-yl)-amino]-methyl}-phenyl)-methanol (0.12 g, 0.26 mmol) dissolved in CH2Cl2 (10 mL) was cooled down to a temperature of 0° C. Benzyl isocyanate (0.03 g, 0.26 mmol) was added and the solution was stirred at 0° C. for 16 hours under a positive pressure of N2. The reaction was quenched using a saturated NaHCO3 solution (25 mL). Extract with CH2Cl2 (2×25 mL). The combined organic extracts were dried (Na2SO...